From a dataset of the Open Reaction Database (ORD), a public repository of structured organic reaction records. describe an organic reaction: reactants, conditions, products, and yield Starting materials: C1(=CC=CC=C1)C=CCN1C2=C(NC3C(C1=O)CCC3)C=CC=C2 (9-(3-phenyl-2-propen-1-yl)-2,3,3a,4,9,10a-hexahydrobenzo[b]cyclopenta[e][1,4]diazepin-10(1H)-one). Reagents/catalysts: [C].[Pd] (palladium-carbon). Solvent: CO (methanol). Run at time 30 minute. Yields the product C1(=CC=CC=C1)CCCN1C2=C(NC3C(C1=O)CCC3)C=CC=C2 (9-(3-Phenylpropyl)-2,3,3a,4,9,10a-hexahydrobenzo[b]cyclopenta[e][1,4]diazepin-10(1H)-one). Yield: 1097.3%. As a reaction SMILES: [C:1]1([CH:7]=[CH:8][CH2:9][N:10]2[C:16](=[O:17])[CH:15]3[CH2:18][CH2:19][CH2:20][CH:14]3[NH:13][C:12]3[CH:21]=[CH:22][CH:23]=[CH:24][C:11]2=3)[CH:6]=[CH:5][CH:4]=[CH:3][CH:2]=1>CO.[C].[Pd]>[C:1]1([CH2:7][CH2:8][CH2:9][N:10]2[C:16](=[O:17])[CH:15]3[CH2:18][CH2:19][CH2:20][CH:14]3[NH:13][C:12]3[CH:21]=[CH:22][CH:23]=[CH:24][C:11]2=3)[CH:2]=[CH:3][CH:4]=[CH:5][CH:6]=1 |f:2.3|. Procedure: To a solution of 9-(3-phenyl-2-propen-1-yl)-2,3,3a,4,9,10a-hexahydrobenzo[b]cyclopenta[e][1,4]diazepin-10(1H)-one (1.0 g, 3.1 mmol) in methanol (10 mL) was added 10% palladium-carbon (hydrous) (0.1 g). The mixture was stirred for 30 minutes at room temperature under hydrogen atmosphere. The catalyst was filtered off, and the filtrate was concentrated under reduced pressure. To the concentrate were added ethyl acetate and hexane. Insoluble material was filtered off, and the filtrate was concentra... The reactants are C(C)(=O)OCCN(C(COC(C)=O)=O)C=1C(=C(C(=C(C(=O)NCC(COC(C)=O)OC(C)=O)C1I)I)COC(C)=O)I (5-[N′-(2-acetoxyethyl)-acetoxyacetamido]-3-acetoxymethyl-N-(2,3-diacetoxypropyl)-2,4,6-triiodobenzamide), [OH-].[Na+] (sodium hydroxide). Run in CO (methanol). Run at time 30 minute. The product is OCCN(C(CO)=O)C=1C(=C(C(=C(C(=O)NCC(CO)O)C1I)I)CO)I (5-[N′-(2-Hydroxyethyl)-hydroxyacetamido]-3-hydroxymethyl-N-(2,3-dihydroxypropyl)-2,4,6-triiodobenzamide). Reaction SMILES: C([O:4][CH2:5][CH2:6][N:7]([C:15]1[C:16]([I:42])=[C:17]([CH2:37][O:38]C(=O)C)[C:18]([I:36])=[C:19]([C:34]=1[I:35])[C:20]([NH:22][CH2:23][CH:24]([O:30]C(=O)C)[CH2:25][O:26]C(=O)C)=[O:21])[C:8](=[O:14])[CH2:9][O:10]C(=O)C)(=O)C.[OH-].[Na+]>CO>[OH:4][CH2:5][CH2:6][N:7]([C:15]1[C:16]([I:42])=[C:17]([CH2:37][OH:38])[C:18]([I:36])=[C:19]([C:34]=1[I:35])[C:20]([NH:22][CH2:23][CH:24]([OH:30])[CH2:25][OH:26])=[O:21])[C:8](=[O:14])[CH2:9][OH:10] |f:1.2|. Reported procedure: 5-[N′-(2-acetoxyethyl)-acetoxyacetamido]-3-acetoxymethyl-N-(2,3-diacetoxypropyl)-2,4,6-triiodobenzamide (2.76 g, 2.96 mmol) was dissolved in methanol (4 ml) at room temperature. An aqueous solution of sodium hydroxide (2M, 11.1 ml) was slowly added with efficient stirring. After 30 minutes, the pH of the solution was adjusted to 6 by the addition of a strongly acidic ion exchange resin (Amberlyst 15). The resin was filtered off and the solution was evaporated to a crystalline residue. The produc... Reactants: C(C)(=O)O (acetic acid), C(C(=C)C)(=O)NCCCCCC(=O)NN (6-(Methacryloylamino)hexanoylhydrazine), C[C@H]1[C@H]([C@H](C[C@@H](O1)O[C@H]2C[C@@](CC=3C2=C(C4=C(C3O)C(=O)C5=CC=CC(=C5C4=O)OC)O)(C(=O)CO)O)N)O (doxorubicin), Cl (HCl), copolymer 1. The solvent is CO.C(Cl)(Cl)Cl.C(C)(=O)O (methanol chloroform acetic acid), CO (methanol). Product: C(C(=C)C)(=O)NCCCCCC(=O)NN.C[C@H]1[C@H]([C@H](C[C@@H](O1)O[C@H]2C[C@@](CC=3C2=C(C4=C(C3O)C(=O)C5=CC=CC(=C5C4=O)OC)O)(C(=O)CO)O)N)O (6-(Methacryloylamino)hexanoylhydrazine Doxorubicin). RXN SMILES: [C:1]([NH:6][CH2:7][CH2:8][CH2:9][CH2:10][CH2:11][C:12]([NH:14][NH2:15])=[O:13])(=[O:5])[C:2]([CH3:4])=[CH2:3].[CH3:16][C@@H:17]1[O:22][C@@H:21]([O:23][C@@H:24]2[C:29]3=[C:30]([OH:47])[C:31]4[C:43](=[O:44])[C:42]5[C:37](=[CH:38][CH:39]=[CH:40][C:41]=5[O:45][CH3:46])[C:35](=[O:36])[C:32]=4[C:33]([OH:34])=[C:28]3[CH2:27][C@@:26]([OH:52])([C:48]([CH2:50][OH:51])=[O:49])[CH2:25]2)[CH2:20][C@H:19]([NH2:53])[C@@H:18]1[OH:54].Cl.C(O)(=O)C>CO.CO.C(Cl)(Cl)Cl.C(O)(=O)C>[C:1]([NH:6][CH2:7][CH2:8][CH2:9][CH2:10][CH2:11][C:12]([NH:14][NH2:15])=[O:13])(=[O:5])[C:2]([CH3:4])=[CH2:3].[CH3:16][C@@H:17]1[O:22][C@@H:21]([O:23][C@@H:24]2[C:29]3=[C:30]([OH:47])[C:31]4[C:43](=[O:44])[C:42]5[C:37](=[CH:38][CH:39]=[CH:40][C:41]=5[O:45][CH3:46])[C:35](=[O:36])[C:32]=4[C:33]([OH:34])=[C:28]3[CH2:27][C@@:26]([OH:52])([C:48]([CH2:50][OH:51])=[O:49])[CH2:25]2)[CH2:20][C@H:19]([NH2:53])[C@@H:18]1[OH:54] |f:5.6.7,8.9|. Procedure: 6-(Methacryloylamino)hexanoylhydrazine (40 mg, 0.188 mmol) was dissolved in 6 ml of methanol at room temperature. The solution was poured into a reaction vessel in which doxorubicin.HCl (115 mg, 0.198 mmol) was placed and the suspension was stirred vigorously. 310 μl of acetic acid was added to the suspension and the reaction mixture stirred at room temperature for 24 hours. The reaction process was monitored by TLC-Silicagel 60 F254 plates (methanol:chloroform:acetic acid 2:8:1, Rf(DOX)=0.75, R... Reactants: NC1=CC(=C(C=C1)O)F (4-amino-2-fluorophenol), CN1CCCC1=O (NMP), FC1=NC=CC=C1 (2-fluoropyridine). Solvent: CCOC(=O)C (EtOAc). Conditions: temperature 120 celsius, time 9 hour. The product is FC1=C(C=CC(=C1)NC1=NC=CC=C1)O (2-fluoro-4-(pyridin-2-ylamino)phenol). RXN SMILES: [NH2:1][C:2]1[CH:7]=[CH:6][C:5]([OH:8])=[C:4]([F:9])[CH:3]=1.[CH3:10][N:11]1[C:15](=O)[CH2:14][CH2:13][CH2:12]1.FC1C=CC=CN=1>CCOC(C)=O>[F:9][C:4]1[CH:3]=[C:2]([NH:1][C:12]2[CH:13]=[CH:14][CH:15]=[CH:10][N:11]=2)[CH:7]=[CH:6][C:5]=1[OH:8]. Reported procedure: To 4-amino-2-fluorophenol (0.983 g, 7.73 mmol) was added NMP (3 mL) and 2-fluoropyridine (0.670 mL, 7.78 mmol). The reaction mixture was heated to 120° C. for 12.5 h and the temperature was increased to 150° C. After 9 h, the reaction mixture was diluted with EtOAc and the organic phase was washed with saturated NaHCO3 (1×), brine (1×), dried over MgSO4, filtered, and concentrated. Purification by flash column chromatography on silica gel (10% to 70% EtOAc in hexanes) gave 2-fluoro-4-(pyridin-2-... Starting materials: ClC1=NC=CC(=N1)C=1C(=NN2C1C=CC=C2)C=2C=C(C=CC2)NC(C(F)(F)F)=O (N-{3-[3-(2-chloro-4-pyrimidinyl)pyrazolo[1,5-a]pyridin-2-yl]phenyl}-2,2,2-trifluoroacetamide), CN1CC2=CC(=CC=C2CC1)N (2-methyl-1,2,3,4-tetrahydro-7-isoquinolinamine). Reagents/catalysts: Cl (HCl). Solvent: CC(C)O (2-propanol). Reaction conditions: temperature 80 celsius, time 18 hour. The product is FC(C(=O)NC1=CC(=CC=C1)C1=NN2C(C=CC=C2)=C1C1=NC(=NC=C1)NC1=CC=C2CCN(CC2=C1)C)(F)F (2,2,2-Trifluoro-N-[3-(3-{2-[(2-methyl-1,2,3,4-tetrahydro-7-isoquinolinyl)amino]-4-pyrimidinyl}pyrazolo[1,5-a]pyridin-2-yl)phenyl]acetamide). Yield: 72.0%. As a reaction SMILES: Cl[C:2]1[N:7]=[C:6]([C:8]2[C:9]([C:17]3[CH:18]=[C:19]([NH:23][C:24](=[O:29])[C:25]([F:28])([F:27])[F:26])[CH:20]=[CH:21][CH:22]=3)=[N:10][N:11]3[CH:16]=[CH:15][CH:14]=[CH:13][C:12]=23)[CH:5]=[CH:4][N:3]=1.[CH3:30][N:31]1[CH2:40][CH2:39][C:38]2[C:33](=[CH:34][C:35]([NH2:41])=[CH:36][CH:37]=2)[CH2:32]1>CC(O)C.Cl>[F:26][C:25]([F:28])([F:27])[C:24]([NH:23][C:19]1[CH:20]=[CH:21][CH:22]=[C:17]([C:9]2[C:8]([C:6]3[CH:5]=[CH:4][N:3]=[C:2]([NH:41][C:35]4[CH:34]=[C:33]5[C:38]([CH2:39][CH2:40][N:31]([CH3:30])[CH2:32]5)=[CH:37][CH:36]=4)[N:7]=3)=[C:12]3[CH:13]=[CH:14][CH:15]=[CH:16][N:11]3[N:10]=2)[CH:18]=1)=[O:29]. Reported procedure: To a suspension of N-{3-[3-(2-chloro-4-pyrimidinyl)pyrazolo[1,5-a]pyridin-2-yl]phenyl}-2,2,2-trifluoroacetamide (310 mg, 0.74 mmol, which may be prepared according to Example 11, Step C) and 2-methyl-1,2,3,4-tetrahydro-7-isoquinolinamine (150 mg, 0.92 mmol) in 2-propanol (10 mL) was added 6 drops concentrated HCl. The reaction was stirred for 18 h at 80° C., then partitioned between saturated aqueous NaHCO3 and 20% (v/v) MeOH in EtOAc. The aqueous layer was extracted with 20% (v/v) MeOH in EtOAc... Reactants: NC1=CC=CC=C1 (aniline), NC(=O)N (urea), C12CN(CC(CC1)O2)C2=C1C(=NC(=N2)C2=CC=C(C=C2)NC(=O)NCC)N(N=C1)C1CCN(CC1)C(=O)OCC (ethyl 4-(4-(8-oxa-3-azabicyclo[3.2.1]octan-3-yl)-6-(4-(3-ethylureido)phenyl)-1H-pyrazolo[3,4-d]pyrimidin-1-yl)piperidine-1-carboxylate), CN(CCN)C (N,N-dimethylethylenediamine). Yields the product C12CN(CC(CC1)O2)C2=C1C(=NC(=N2)C2=CC=C(C=C2)NC(=O)NCCN(C)C)N(N=C1)C1CCN(CC1)C(=O)OC (methyl 4-(4-(8-oxa-3-azabicyclo[3.2.1]octan-3-yl)-6-(4-(3-(2-(dimethylamino)ethyl)ureido)phenyl)-1H-pyrazolo[3,4-d]pyrimidin-1-yl)piperidine-1-carboxylate). Reaction SMILES: NC(N)=O.[CH:5]12[O:12][CH:9]([CH2:10][CH2:11]1)[CH2:8][N:7]([C:13]1[N:18]=[C:17]([C:19]3[CH:24]=[CH:23][C:22]([NH:25][C:26]([NH:28][CH2:29][CH3:30])=[O:27])=[CH:21][CH:20]=3)[N:16]=[C:15]3[N:31]([CH:34]4[CH2:39][CH2:38][N:37]([C:40]([O:42][CH2:43]C)=[O:41])[CH2:36][CH2:35]4)[N:32]=[CH:33][C:14]=13)[CH2:6]2.[CH3:45][N:46](C)[CH2:47]CN.NC1C=CC=CC=1>>[CH:9]12[O:12][CH:5]([CH2:11][CH2:10]1)[CH2:6][N:7]([C:13]1[N:18]=[C:17]([C:19]3[CH:20]=[CH:21][C:22]([NH:25][C:26]([NH:28][CH2:29][CH2:30][N:46]([CH3:47])[CH3:45])=[O:27])=[CH:23][CH:24]=3)[N:16]=[C:15]3[N:31]([CH:34]4[CH2:39][CH2:38][N:37]([C:40]([O:42][CH3:43])=[O:41])[CH2:36][CH2:35]4)[N:32]=[CH:33][C:14]=13)[CH2:8]2. Reported procedure: A urea formation procedure similar to that used for the synthesis of ethyl 4-(4-(8-oxa-3-azabicyclo[3.2.1]octan-3-yl)-6-(4-(3-ethylureido)phenyl)-1H-pyrazolo[3,4-d]pyrimidin-1-yl)piperidine-1-carboxylate is used, utilizing N,N-dimethylethylenediamine as the aniline component. (23%, MS=578.3 (M+H)) Reactants: IC1=NNC2=NC=NC(=C21)N (3-iodo-1H-pyrazolo[3,4-d]pyrimidin-4-amine), FC=1C=C(C=CC1)B(O)O (3-Fluorophenyl boronic acid), C([O-])([O-])=O.[Na+].[Na+] (sodium carbonate), Palladium tetrakis triphenylphosphine, Cl (HCl). Solvent: CN(C)C=O (DMF), C(C)O (ethanol), O (water), ClCCl (dichloromethane). Conditions: temperature 80 celsius, time 12 hour. Product: FC=1C=C(C=CC1)C1=NNC2=NC=NC(=C21)N (3-(3-fluorophenyl)-1H-pyrazolo[3,4-d]pyrimidin-4-amine). Yield: 18.2%. RXN SMILES: I[C:2]1[C:10]2[C:5](=[N:6][CH:7]=[N:8][C:9]=2[NH2:11])[NH:4][N:3]=1.[F:12][C:13]1[CH:14]=[C:15](B(O)O)[CH:16]=[CH:17][CH:18]=1.C(=O)([O-])[O-].[Na+].[Na+].Cl>CN(C=O)C.C(O)C.O.ClCCl>[F:12][C:13]1[CH:18]=[C:17]([C:2]2[C:10]3[C:5](=[N:6][CH:7]=[N:8][C:9]=3[NH2:11])[NH:4][N:3]=2)[CH:16]=[CH:15][CH:14]=1 |f:2.3.4|. Reported procedure: To a solution of 3-iodo-1H-pyrazolo[3,4-d]pyrimidin-4-amine (1.50 g, 5.74 mmoles) in DMF (12 ml), ethanol (7 ml) and water (7 ml), 3-Fluorophenyl boronic acid (1.6 g, 11.49 mmoles) and sodium carbonate (3.0 g, 28.73 mmoles) were added and the system is degassed for 30 min. Palladium tetrakis triphenylphosphine (1.90 g, 1.72 mmoles) was added under nitrogen atmosphere and heated to 80° C. After 12 h, the reaction mixture neutralised with 1.5N HCl, extracted with ethyl acetate. The organic layer w...